Dataset: the Open Reaction Database (ORD), a public repository of structured organic reaction records. Task: describe an organic reaction: reactants, conditions, products, and yield The reactants are CCOC(=O)CP(=O)(OCC)OCC, COCCOC, [H-], [Na+], CC(C)N1C(=O)c2ccccc2C1O. The product is CCOC(=O)CC1c2ccccc2C(=O)N1C(C)C. RXN SMILES: [CH3:17][CH2:18][O:19][C:20](=[O:21])[CH2:22][P:23]([O:24][CH2:25][CH3:26])([O:27][CH2:28][CH3:29])=[O:30].[CH3:31][O:32][CH2:33][CH2:34][O:35][CH3:36].[H-:1].[Na+:2].[OH:3][CH:4]1[N:5]([CH:14]([CH3:15])[CH3:16])[C:6](=[O:13])[c:7]2[cH:8][cH:9][cH:10][cH:11][c:12]21>>[CH:4]1([CH2:22][C:20]([O:19][CH2:18][CH3:17])=[O:21])[N:5]([CH:14]([CH3:15])[CH3:16])[C:6](=[O:13])[c:7]2[cH:8][cH:9][cH:10][cH:11][c:12]21. Starting materials: CO, COS(=O)(=O)OC, [Na+], [OH-], O, Oc1ccc(-c2ccccc2)cc1. Product: COc1ccc(-c2ccccc2)cc1. RXN SMILES: [CH3:16][OH:17].[CH3:18][O:19][S:20]([O:21][CH3:22])(=[O:23])=[O:24].[Na+:15].[OH-:14].[OH2:25].[c:1]1(-[c:7]2[cH:8][cH:9][c:10]([OH:13])[cH:11][cH:12]2)[cH:2][cH:3][cH:4][cH:5][cH:6]1>>[c:1]1(-[c:7]2[cH:8][cH:9][c:10]([O:13][CH3:18])[cH:11][cH:12]2)[cH:2][cH:3][cH:4][cH:5][cH:6]1. Starting materials: [OH-].[Na+] (sodium hydroxide), ClC1=CC=C(C=C1)C=1N(C(=C(C(=O)O)C(C1)=O)CCC)C (6-(4-chlorophenyl)-1-methyl-2-n-propyl-4-oxonicotinic acid). Solvent: CO (methanol). Reaction conditions: time 1 hour. Yields the product ClC1=CC=C(C=C1)C=1N(C(=C(C(=O)[O-])C(C1)=O)CCC)C.[Na+] (Sodium 6-(4-chlorophenyl)-1-methyl-2-n-propyl-4-oxonicotinate). Isolated yield 88.0%. Reaction SMILES: [OH-].[Na+:2].[Cl:3][C:4]1[CH:9]=[CH:8][C:7]([C:10]2[N:11]([CH3:23])[C:12]([CH2:20][CH2:21][CH3:22])=[C:13]([C:17](=[O:19])[CH:18]=2)[C:14]([OH:16])=[O:15])=[CH:6][CH:5]=1>CO>[Cl:3][C:4]1[CH:5]=[CH:6][C:7]([C:10]2[N:11]([CH3:23])[C:12]([CH2:20][CH2:21][CH3:22])=[C:13]([C:17](=[O:19])[CH:18]=2)[C:14]([O-:16])=[O:15])=[CH:8][CH:9]=1.[Na+:2] |f:0.1,4.5|. Reported procedure: 0.42 g (0.0052 mol) of 50% aqueous sodium hydroxide is added to a suspension of 1.6 g (0.0052 mol) 6-(4-chlorophenyl)-1-methyl-2-n-propyl-4-oxonicotinic acid in 25 ml of methanol. The solution formed is allowed to stand at room temperature for 1 hr. and is concentrated in vacuo. The concentrate is dried to afford 1.5 g (88% yield) of product. Yields the product ClC=1N(C=CC1)CN1C(CC(C1)CCC)=O (1-[(2-chloro-1H-pyrrol-1-yl)methyl]-4-propylpyrrolidin-2-one). Solvent: C1CCOC1 (THF), C1CCOC1 (THF). Reported procedure: 4-propyl-1-(1H-pyrrol-1-ylmethyl)pyrrolidin-2-one x264 (0.182 g, 0.88 mmol) is dissolved in absolute THF (3 ml). A solution of N-chlorosuccinimide (0.118 g, 1 eq) in absolute THF (1 ml) is added dropwise in a flow of argon at 0° C. The obtained solution is allowed to heat up slowly to room temperature in the cooling bath under stirring for 16 h. CCl4 (30 ml) is then added to the obtained solution. A small amount of a precipitate is filtered off, and the filtrate is evaporated. 1-[(2-chloro-1H-py... Reactants: ClN1C(CCC1=O)=O (N-chlorosuccinimide), C(CC)C1CC(N(C1)CN1C=CC=C1)=O (4-propyl-1-(1H-pyrrol-1-ylmethyl)pyrrolidin-2-one), C(Cl)(Cl)(Cl)Cl (CCl4). Isolated yield 50.0%. Reaction SMILES: [CH2:1]([CH:4]1[CH2:8][N:7]([CH2:9][N:10]2[CH:14]=[CH:13][CH:12]=[CH:11]2)[C:6](=[O:15])[CH2:5]1)[CH2:2][CH3:3].[Cl:16]N1C(=O)CCC1=O.C(Cl)(Cl)(Cl)Cl>C1COCC1>[Cl:16][C:14]1[N:10]([CH2:9][N:7]2[CH2:8][CH:4]([CH2:1][CH2:2][CH3:3])[CH2:5][C:6]2=[O:15])[CH:11]=[CH:12][CH:13]=1. Reaction conditions: time 16 hour. The reactants are compound, ClC=1C=C(C=C(C1)F)C1=CC(=NN1C1=NC=CC=C1)C(=O)O (5-(3-Chloro-5-fluorophenyl)-1-(pyridin-2-yl)-1H-pyrazole-3-carboxylic acid), Cl.ClC=1C=C(C=NC1)NN (5-chloropyridin-3-yl-hydrazine hydrochloride). Product: ClC=1C=C(C=C(C1)F)C1=CC(=NN1C=1C=NC=C(C1)Cl)C(=O)O (5-(3-Chloro-5-fluorophenyl)-1-(5-chloropyridin-3-yl)-1H-pyrazole-3-carboxylic acid). As a reaction SMILES: [Cl:1][C:2]1[CH:3]=[C:4]([C:9]2N(C3C=CC=CN=3)N=[C:11]([C:20]([OH:22])=[O:21])[CH:10]=2)[CH:5]=[C:6]([F:8])[CH:7]=1.Cl.[Cl:24][C:25]1[CH:26]=[C:27]([NH:31][NH2:32])[CH:28]=[N:29][CH:30]=1>>[Cl:1][C:2]1[CH:3]=[C:4]([C:9]2[N:31]([C:27]3[CH:28]=[N:29][CH:30]=[C:25]([Cl:24])[CH:26]=3)[N:32]=[C:11]([C:20]([OH:22])=[O:21])[CH:10]=2)[CH:5]=[C:6]([F:8])[CH:7]=1 |f:1.2|. Reported procedure: 785 mg (2.25 mmol) of the compound of Example 1A is reacted analogously to the synthesis of the compound of Example 20A with 608 mg (3.38 mmol) of 5-chloropyridin-3-yl-hydrazine hydrochloride. After hydrolysis, 270 mg (34% of theory) of the title compound is obtained. Reactants: C(C#C)ON1N=CC=C1 (1-pyrazolyl propargyl ether), C([O-])([O-])=O.[Na+].[Na+] (sodium carbonate), II (iodine). Solvent: C(C)#N (acetonitrile). Reaction conditions: time 8 hour. Product: IC(C#C)ON1N=CC=C1 (1-pyrazolyl iodopropargyl ether). Yield: 98.5%. As a reaction SMILES: [I:1]I.[CH2:3]([O:6][N:7]1[CH:11]=[CH:10][CH:9]=[N:8]1)[C:4]#[CH:5].C(=O)([O-])[O-].[Na+].[Na+]>C(#N)C>[I:1][CH:3]([O:6][N:7]1[CH:11]=[CH:10][CH:9]=[N:8]1)[C:4]#[CH:5] |f:2.3.4|. Procedure details: 41.6 g of iodine are added, a little at a time, to 20 g of 1-pyrazolyl propargyl ether and 20 g of sodium carbonate in 400 g of acetonitrile at 40° C., while stirring. Stirring is continued for 8 hours at 40° C., after which undissolved material is filtered off under suction, and the filtrate is evaporated down in a rotary evaporator at 30° C. and under 20 mbar. The residue is dissolved in 200 g of dichloromethane, the solution is extracted twice with 200 g of 10% strength aqueous sodium thiosul...